From a dataset of the Open Reaction Database (ORD), a public repository of structured organic reaction records. describe an organic reaction: reactants, conditions, products, and yield Reactants: Cl (hydrochloric acid), BrC1=CC(=C(C(=O)O)C=C1)F (4-bromo-2-fluorobenzoic acid), C1(CCCCC1)N (cyclohexylamine), C(C)(=O)OCC (ethyl acetate). Run in O (water). Yields the product BrC1=CC(=C(C(=O)O)C=C1)NC1CCCCC1 (4-bromo-2-(cyclohexylamino)benzoic acid). As a reaction SMILES: [Br:1][C:2]1[CH:10]=[CH:9][C:5]([C:6]([OH:8])=[O:7])=[C:4](F)[CH:3]=1.[CH:12]1([NH2:18])[CH2:17][CH2:16][CH2:15][CH2:14][CH2:13]1.C(OCC)(=O)C.Cl>O>[Br:1][C:2]1[CH:10]=[CH:9][C:5]([C:6]([OH:8])=[O:7])=[C:4]([NH:18][CH:12]2[CH2:17][CH2:16][CH2:15][CH2:14][CH2:13]2)[CH:3]=1. Reported procedure: A mixture of 4-bromo-2-fluorobenzoic acid (1.0 g) and cyclohexylamine (10 ml) was stirred under reflux for 5 hours. The mixture was poured into ethyl acetate (50 ml) and water (50 ml), acidified with concentrated hydrochloric acid and extracted with ethyl acetate. The organic layer was washed with water and brine, dried over magnesium sulfate and concentrated in vacuo to give 4-bromo-2-(cyclohexylamino)benzoic acid (1.32 g). Reactants: CO, CCO, O=[N+]([O-])c1cc(C(F)(F)F)ccc1O. Yields the product Nc1cc(C(F)(F)F)ccc1O. RXN SMILES: [CH3:15][OH:16].[CH3:17][CH2:18][OH:19].[N+:1]([O-:2])(=[O:3])[c:4]1[c:5]([OH:14])[cH:6][cH:7][c:8]([C:10]([F:11])([F:12])[F:13])[cH:9]1>>[NH2:1][c:4]1[c:5]([OH:14])[cH:6][cH:7][c:8]([C:10]([F:11])([F:12])[F:13])[cH:9]1. Starting materials: ClC1=CC=C(C=C1)C(C=1C(=NN(C1)CC1=CC=C(C=C1)OC)C(=O)O)NC1=CN(C(C(=C1)C)=O)C (4-((4-chlorophenyl)((1,5-dimethyl-6-oxo-1,6-dihydropyridin-3-yl)amino)methyl)-1-(4-methoxybenzyl)-1H-pyrazole-3-carboxylic acid). Run in C(Cl)Cl.CO (CH2Cl2 MeOH). The product is ClC1=CC=C(C=C1)C1N(C(C2=NN(C=C21)CC2=CC=C(C=C2)OC)=O)C2=CN(C(C(=C2)C)=O)C (4-(4-chlorophenyl)-5-(1,5-dimethyl-6-oxo-1,6-dihydropyridin-3-yl)-2-(4-methoxy-benzyl)-4,5-dihydropyrrolo[3,4-c]pyrazol-6(2H)-one). As a reaction SMILES: [Cl:1][C:2]1[CH:7]=[CH:6][C:5]([CH:8]([NH:26][C:27]2[CH:32]=[C:31]([CH3:33])[C:30](=[O:34])[N:29]([CH3:35])[CH:28]=2)[C:9]2[C:10]([C:23]([OH:25])=O)=[N:11][N:12]([CH2:14][C:15]3[CH:20]=[CH:19][C:18]([O:21][CH3:22])=[CH:17][CH:16]=3)[CH:13]=2)=[CH:4][CH:3]=1>C(Cl)Cl.CO>[Cl:1][C:2]1[CH:3]=[CH:4][C:5]([CH:8]2[C:9]3[C:10](=[N:11][N:12]([CH2:14][C:15]4[CH:16]=[CH:17][C:18]([O:21][CH3:22])=[CH:19][CH:20]=4)[CH:13]=3)[C:23](=[O:25])[N:26]2[C:27]2[CH:32]=[C:31]([CH3:33])[C:30](=[O:34])[N:29]([CH3:35])[CH:28]=2)=[CH:6][CH:7]=1 |f:1.2|. Reported procedure: The title compound was prepared in analogy to the procedure described in Example 1 using 4-((4-chlorophenyl)((1,5-dimethyl-6-oxo-1,6-dihydropyridin-3-yl)amino)methyl)-1-(4-methoxy-benzyl)-1H-pyrazole-3-carboxylic acid (Step 26.2). tR: 4.40 min (HPLC 1); tR: 1.00 min (LC-MS 2); ESI-MS: 475 [M+H]+ (LC-MS 2); Rf=0.38 (CH2Cl2/MeOH 9:1). Reactants: CCOC(=O)C=Cc1cc(OC)ncc1Br, Cc1ccccc1, CCOCC. Product: CCOC(=O)CCc1cc(OC)ncc1Br. Reaction SMILES: [Br:1][c:2]1[c:3]([CH:10]=[CH:11][C:12](=[O:13])[O:14][CH2:15][CH3:16])[cH:4][c:5]([O:8][CH3:9])[n:6][cH:7]1.[CH3:17][c:18]1[cH:19][cH:20][cH:21][cH:22][cH:23]1.[CH3:24][CH2:25][O:26][CH2:27][CH3:28]>>[Br:1][c:2]1[c:3]([CH2:10][CH2:11][C:12](=[O:13])[O:14][CH2:15][CH3:16])[cH:4][c:5]([O:8][CH3:9])[n:6][cH:7]1. Starting materials: [H-].[H-].[H-].[H-].[Li+].[Al+3] (LiAlH4), C(C)(C)(C)O (t-butylalcohol), C(=O)(OC)N1C2CC(CC1CC2)=O (N-carbomethoxy-8-azabicyclo(3,2,1)octan-3-one). Run in C(C)OCC (ethyl ether). Conditions: time 17.5 hour. Yields the product C(=O)(OC)N1C2CC(CC1CC2)O (N-carbomethoxy-8-azabicyclo(3,2,1)octan-3-ol). RXN SMILES: [H-].[H-].[H-].[H-].[Li+].[Al+3].C(O)(C)(C)C.[C:12]([N:16]1[CH:21]2[CH2:22][CH2:23][CH:17]1[CH2:18][C:19](=[O:24])[CH2:20]2)([O:14][CH3:15])=[O:13]>C(OCC)C>[C:12]([N:16]1[CH:17]2[CH2:23][CH2:22][CH:21]1[CH2:20][CH:19]([OH:24])[CH2:18]2)([O:14][CH3:15])=[O:13] |f:0.1.2.3.4.5|. Reported procedure: Under nitrogen atmosphere, 11.4 mg of LiAlH4, 0.15 ml of tetrahydrofran and then 85 μl of t-butylalcohol were placed in a reaction vessel. After standing the resulting mixture for 15 min. at room temperature, a tetrahydrofran solution of N-carbomethoxy-8-azabicyclo(3,2,1)octan-3-one prepared by the method as described in Referencial Example 3 (0.1 ml/2 mg) was added to the mixture and then continued stirring for 17.5 hrs.. To the reaction mixture, a moisture contained ethyl ether was added to st...